From a dataset of the Open Reaction Database (ORD), a public repository of structured organic reaction records. describe an organic reaction: reactants, conditions, products, and yield Reactants: C1CCOC1, [Li]CCCC, CC(C)[N-]C(C)C, CC(C)NC(C)C, C[Si](C)(C)Cl, CC1(C)COC(c2cc(F)c(F)cc2F)=N1, [Li+], O. The product is CC1(C)COC(c2cc(F)c(F)c([Si](C)(C)C)c2F)=N1. As a reaction SMILES: [CH2:42]1[O:43][CH2:44][CH2:45][CH2:46]1.[CH2:8]([Li:9])[CH2:10][CH2:11][CH3:12].[CH3:14][CH:15]([N-:16][CH:17]([CH3:18])[CH3:19])[CH3:20].[CH:1]([NH:2][CH:3]([CH3:4])[CH3:5])([CH3:6])[CH3:7].[Cl:37][Si:38]([CH3:39])([CH3:40])[CH3:41].[F:21][c:22]1[c:23]([C:30]2=[N:34][C:33]([CH3:35])([CH3:36])[CH2:32][O:31]2)[cH:24][c:25]([F:29])[c:26]([F:28])[cH:27]1.[Li+:13].[OH2:47]>>[F:21][c:22]1[c:23]([C:30]2=[N:34][C:33]([CH3:35])([CH3:36])[CH2:32][O:31]2)[cH:24][c:25]([F:29])[c:26]([F:28])[c:27]1[Si:38]([CH3:39])([CH3:40])[CH3:41]. The reactants are C1CCOC1, CO, CN(C)c1ccncc1, CCN(C(C)C)C(C)C, CCOC(=O)Cl, ClCCl, Cl, NNc1ccc(F)cc1, O. The product is CCOC(=O)NNc1ccc(F)cc1. RXN SMILES: [CH2:31]1[O:32][CH2:33][CH2:34][CH2:35]1.[CH3:29][OH:30].[CH3:36][N:37]([CH3:38])[c:39]1[cH:40][cH:41][n:42][cH:43][cH:44]1.[CH:11]([N:12]([CH2:13][CH3:14])[CH:15]([CH3:16])[CH3:17])([CH3:18])[CH3:19].[Cl:20][C:21](=[O:22])[O:23][CH2:24][CH3:25].[Cl:26][CH2:27][Cl:28].[ClH:1].[F:2][c:3]1[cH:4][cH:5][c:6]([NH:9][NH2:10])[cH:7][cH:8]1.[OH2:45]>>[F:2][c:3]1[cH:4][cH:5][c:6]([NH:9][NH:10][C:21](=[O:22])[O:23][CH2:24][CH3:25])[cH:7][cH:8]1. The reactants are N(N)C1=CC(NC(N1CC(C)C)=O)=O (6-hydrazino-1-isobutylpyrimidine-2,4(1H,3H)-dione), S1C=C(C2=C1C=CC=C2)C=O (1-benzothiophene-3-carbaldehyde), CN1C(=CC=C1)C=O (1-methyl-1H-pyrrole-2-carbaldehyde). Yields the product S1C=C(C2=C1C=CC=C2)CN2N=C1N(C(NC(C1=C2C=2N(C=CC2)C)=O)=O)CC(C)C (2-(1-benzothien-3-ylmethyl)-7-isobutyl-3-(1-methyl-1H-pyrrol-2-yl)-2H-pyrazolo[3,4-d]pyrimidine-4,6(5H,7H)-dione). Reaction SMILES: [NH:1]([C:3]1[N:8]([CH2:9][CH:10]([CH3:12])[CH3:11])[C:7](=[O:13])[NH:6][C:5](=[O:14])[CH:4]=1)[NH2:2].[S:15]1[C:19]2[CH:20]=[CH:21][CH:22]=[CH:23][C:18]=2[C:17]([CH:24]=O)=[CH:16]1.[CH3:26][N:27]1[CH:31]=[CH:30][CH:29]=[C:28]1[CH:32]=O>>[S:15]1[C:19]2[CH:20]=[CH:21][CH:22]=[CH:23][C:18]=2[C:17]([CH2:24][N:2]2[C:32]([C:28]3[N:27]([CH3:26])[CH:31]=[CH:30][CH:29]=3)=[C:4]3[C:3]([N:8]([CH2:9][CH:10]([CH3:11])[CH3:12])[C:7](=[O:13])[NH:6][C:5]3=[O:14])=[N:1]2)=[CH:16]1. Procedure: This compound was isolated as a byproduct from a two step preparation as described: A): 2-(1-benzothien-3-ylmethyl)-7-isobutyl-3-(1-methyl-1H-pyrrol-2-yl)-2H-pyrazolo[3,4-d]pyrimidine-4,6(5H,7H)-dione was prepared starting from 6-hydrazino-1-isobutylpyrimidine-2,4(1H,3H)-dione and condensing first with 1-benzothiophene-3-carbaldehyde, followed by 1-methyl-1H-pyrrole-2-carbaldehyde. The reactants are C(#N)C1(CC1)NC(=O)[C@H](CC(C)C)NC(OC(C)(C)C)=O (tert-Butyl [(S)-1-(1-cyanocyclopropylcarbamoyl)-3-methylbutyl]carbamate), C(#N)C1(CC1)NC(=O)[C@H](CC(C)C)NC(OC(C)(C)C)=O (tert-butyl [(S)-1-(1-cyanocyclopropylcarbamoyl)-3-methylbutyl]carbamate), C(=O)(C(F)(F)F)O.ClCCl (TFA dichloromethane), C1=CC2=C(N=C1)N(N=N2)O (HOAt), O1CCOC12CCC(CC2)C(=O)O (1,4-Dioxaspiro[4.5]decane-8-carboxylic acid), CCN=C=NCCCN(C)C.Cl (EDCl). Solvent: CN(C)C=O (DMF), C1CCOC1 (THF). Conditions: time 30 minute. Product: C(#N)C1(CC1)NC(=O)[C@H](CC(C)C)NC(=O)C1CCC2(OCCO2)CC1 (N—[(S)-1-(1-cyanocyclopropylcarbamoyl)-3-methylbutyl]-1,4-dioxaspiro[4.5]decane-8-carboxamide). RXN SMILES: [C:1]([C:3]1([NH:6][C:7]([C@@H:9]([NH:14][C:15](=[O:21])OC(C)(C)C)[CH2:10][CH:11]([CH3:13])[CH3:12])=[O:8])[CH2:5][CH2:4]1)#[N:2].C(O)(C(F)(F)F)=O.ClCCl.C1C=NC2N(O)N=NC=2C=1.[O:42]1[C:46]2([CH2:51][CH2:50][CH:49](C(O)=O)[CH2:48][CH2:47]2)[O:45][CH2:44][CH2:43]1.CCN=C=NCCCN(C)C.Cl>C1COCC1.CN(C=O)C>[C:1]([C:3]1([NH:6][C:7]([C@@H:9]([NH:14][C:15]([CH:49]2[CH2:50][CH2:51][C:46]3([O:45][CH2:44][CH2:43][O:42]3)[CH2:47][CH2:48]2)=[O:21])[CH2:10][CH:11]([CH3:12])[CH3:13])=[O:8])[CH2:4][CH2:5]1)#[N:2] |f:1.2,5.6|. Procedure: The product from example 34, tert-butyl [(S)-1-(1-cyanocyclopropylcarbamoyl)-3-methylbutyl]carbamate, (1.1 g, 3.72 mmol) was admixed with 20 ml of 1:1 TFA/dichloromethane and stirred at RT for 30 min. Subsequently, the mixture was concentrated by evaporation under reduced pressure and taken up again in dichloromethane and toluene, and solvent and TFA residues were removed under reduced pressure. The resulting N-terminally protected product was reacted further directly. 283 mg (1.5 mmol) thereof ... The reactants are OC1=C(C(=O)C2=C(C=C(C=C2)O)O)C=CC(=C1)O (2,2′,4,4′-tetrahydroxybenzophenone), C(C)(=O)[O-].[Na+] (sodium acetate), Cl.FC=1C=C(C=CC1)NN (3-fluorophenylhydrazine hydrochloride). Yields the product FC=1C=C(C=CC1)N1N=C(C2=CC=C(C=C12)O)C1=C(C=C(C=C1)O)O (4-[1-(3-fluorophenyl)-6-hydroxy-1H-indazol-3-yl]benzene-1,3-diol). The yield is 3.2%. As a reaction SMILES: O[C:2]1[CH:17]=[C:16]([OH:18])[CH:15]=[CH:14][C:3]=1[C:4]([C:6]1[CH:11]=[CH:10][C:9]([OH:12])=[CH:8][C:7]=1[OH:13])=O.C([O-])(=O)C.[Na+].Cl.[F:25][C:26]1[CH:27]=[C:28]([NH:32][NH2:33])[CH:29]=[CH:30][CH:31]=1>>[F:25][C:26]1[CH:27]=[C:28]([N:32]2[C:2]3[C:3](=[CH:14][CH:15]=[C:16]([OH:18])[CH:17]=3)[C:4]([C:6]3[CH:11]=[CH:10][C:9]([OH:12])=[CH:8][C:7]=3[OH:13])=[N:33]2)[CH:29]=[CH:30][CH:31]=1 |f:1.2,3.4|. Reported procedure: Prepared according to Method B from 2,2′,4,4′-tetrahydroxybenzophenone (0.400 g, 1.60 mmol), sodium acetate (0.267 g, 3.3 mmol) and 3-fluorophenylhydrazine hydrochloride (0.400 g, 2.5 mmol) to give 0.017 g of product as a pink solid. Starting materials: C(C)S(=O)(=O)N1CCC(CC1)C1=CNC2=C(C=C(C=C12)C1=CC(=CC=C1)CNC(CCCC)=O)C(=O)N (3-[1-(ethylsulfonyl)-4-piperidinyl]-5-{3-[(pentanoylamino)methyl]phenyl}-1H-indole-7-carboxamide), CC1(OB(OC1(C)C)C=1C=C(C=CC1)CNC(CCCC)=O)C (N-{[3-(4,4,5,5-tetramethyl-1,3,2-dioxaborolan-2-yl)phenyl]methyl}pentanamide). Yields the product C(C)S(=O)(=O)N1CCC(CC1)C1=CNC2=C(C=C(C=C12)C1=CC(=CC=C1)CNC(=O)C=1N(C=CC1)C)C(=O)N (3-[1-(ethylsulfonyl)-4-piperidinyl]-5-[3-({[(1-methyl-1H-pyrrol-2-yl)carbonyl]amino}methyl)phenyl]-1H-indole-7-carboxamide). As a reaction SMILES: [CH2:1]([S:3]([N:6]1[CH2:11][CH2:10][CH:9]([C:12]2[C:20]3[C:15](=[C:16]([C:35]([NH2:37])=[O:36])[CH:17]=[C:18]([C:21]4[CH:26]=[CH:25][CH:24]=[C:23]([CH2:27][NH:28][C:29](=[O:34])[CH2:30][CH2:31][CH2:32][CH3:33])[CH:22]=4)[CH:19]=3)[NH:14][CH:13]=2)[CH2:8][CH2:7]1)(=[O:5])=[O:4])[CH3:2].CC1(C)C(C)(C)OB(C2C=C([CH2:52][NH:53]C(=O)CCCC)C=CC=2)O1>>[CH2:1]([S:3]([N:6]1[CH2:7][CH2:8][CH:9]([C:12]2[C:20]3[C:15](=[C:16]([C:35]([NH2:37])=[O:36])[CH:17]=[C:18]([C:21]4[CH:26]=[CH:25][CH:24]=[C:23]([CH2:27][NH:28][C:29]([C:30]5[N:53]([CH3:52])[CH:33]=[CH:32][CH:31]=5)=[O:34])[CH:22]=4)[CH:19]=3)[NH:14][CH:13]=2)[CH2:10][CH2:11]1)(=[O:5])=[O:4])[CH3:2]. Reported procedure: The title compound was prepared according to the general procedure of 3-[1-(ethylsulfonyl)-4-piperidinyl]-5-{3-[(pentanoylamino)methyl]phenyl}-1H-indole-7-carboxamide substituting 1-methyl-N-{[3-(4,4,5,5-tetramethyl-1,3,2-dioxaborolan-2-yl)phenyl]methyl}-1H-pyrrole-2-carboxamide (49 mg, 0.144 mmol) for N-{[3-(4,4,5,5-tetramethyl-1,3,2-dioxaborolan-2-yl)phenyl]methyl}pentanamide. Compound was purified by Gilson Preparatory HPLC to give the title compound. Reactants: [H-].[Na+] (sodium hydride), oil, C(C)(C)(C)OC(=O)N1CC2=CC=CC=C2CC1CO (N-tert-Butyloxycarbonyl-3-hydroxymethyl-1,2,3,4-tetrahydroisoquinoline), CI (methyl iodide), [OH-].[NH4+] (ammonium hydroxide), C(=S)=S (carbon disulfide). Solvent: [Cl-].[Na+].O (brine), O1CCCC1 (tetrahydrofuran). Reaction conditions: time 50 minute. Product: C(C)(C)(C)OC(=O)N1CC2=CC=CC=C2CC1COC(N)=S (N-tert-Butyloxycarbonyl-3-thiocarbamoyloxymethyl-1,2,3,4-tetrahydroisoquinoline). Reaction SMILES: [C:1]([O:5][C:6]([N:8]1[CH:17]([CH2:18][OH:19])[CH2:16][C:15]2[C:10](=[CH:11][CH:12]=[CH:13][CH:14]=2)[CH2:9]1)=[O:7])([CH3:4])([CH3:3])[CH3:2].[H-].[Na+].CI.[OH-].[NH4+:25].[C:26](=[S:28])=S>O1CCCC1.[Cl-].[Na+].O>[C:1]([O:5][C:6]([N:8]1[CH:17]([CH2:18][O:19][C:26](=[S:28])[NH2:25])[CH2:16][C:15]2[C:10](=[CH:11][CH:12]=[CH:13][CH:14]=2)[CH2:9]1)=[O:7])([CH3:4])([CH3:3])[CH3:2] |f:1.2,4.5,8.9.10|. Procedure details: To N-tert-Butyloxycarbonyl-3-hydroxymethyl-1,2,3,4-tetrahydroisoquinoline (9 g) dissolved in tetrahydrofuran (200 mL) at 0° C. was added sodium hydride (60% in mineral oil 1.64 g). The mixture wa stirred for 50 minutes then, carbon disulfide (2.5 mL) was added and stirred for an additional 1 hour. Then methyl iodide (2.55 mL) was added and after two hours ammonium hydroxide (28% solution, 10.4 mL) was added. After overnight stirring, brine was added, the mixture was extracted with methylene chlo... The reactants are Cc1ccccc1C=CC(=O)c1c(C)n(CCN2CCOCC2)c2ccccc12, CCO, CCOC(C)=O, O=Cc1ccccc1F, [K+], [OH-]. Yields the product Cc1c(C(=O)C=Cc2ccccc2F)c2ccccc2n1CCN1CCOCC1. Reaction SMILES: [CH3:1][c:2]1[c:3]([CH:4]=[CH:5][C:6](=[O:7])[c:8]2[c:9]([CH3:25])[n:10]([CH2:17][CH2:18][N:19]3[CH2:20][CH2:21][O:22][CH2:23][CH2:24]3)[c:11]3[cH:12][cH:13][cH:14][cH:15][c:16]23)[cH:26][cH:27][cH:28][cH:29]1.[CH3:39][CH2:40][OH:41].[CH3:44][CH2:45][O:46][C:47](=[O:48])[CH3:49].[F:30][c:31]1[cH:32][cH:33][cH:34][cH:35][c:36]1[CH:37]=[O:38].[K+:43].[OH-:42]>>[c:2]1([F:30])[c:3]([CH:4]=[CH:5][C:6](=[O:7])[c:8]2[c:9]([CH3:25])[n:10]([CH2:17][CH2:18][N:19]3[CH2:20][CH2:21][O:22][CH2:23][CH2:24]3)[c:11]3[cH:12][cH:13][cH:14][cH:15][c:16]23)[cH:26][cH:27][cH:28][cH:29]1.